This data is from the Open Reaction Database (ORD), a public repository of structured organic reaction records. The task is: describe an organic reaction: reactants, conditions, products, and yield Starting materials: ClC12C(=C(C(C3C(C=CC(C13)=O)=O)(C2(Cl)Cl)Cl)Cl)Cl (1,2,3,4,9,9-hexachloro-1,4,4a,8a-tetrahydro-1,4-methanonaphthalene-5,8-dione), CO (methanol). The solvent is N1=CC=CC=C1 (pyridine). Yields the product ClC12C(=C(C(C=3C(=CC=C(C13)O)O)(C2(Cl)Cl)Cl)Cl)Cl (1,2,3,4,9,9-hexachloro-1,4-dihydro-1,4-methanonaphthalene-5,8-diol). RXN SMILES: [Cl:1][C:2]12[C:14]([Cl:16])([Cl:15])[C:5]([Cl:17])([CH:6]3[CH:11]1[C:10](=[O:12])[CH:9]=[CH:8][C:7]3=[O:13])[C:4]([Cl:18])=[C:3]2[Cl:19].CO>N1C=CC=CC=1>[Cl:1][C:2]12[C:14]([Cl:15])([Cl:16])[C:5]([Cl:17])([C:6]3[C:7]([OH:13])=[CH:8][CH:9]=[C:10]([OH:12])[C:11]=31)[C:4]([Cl:18])=[C:3]2[Cl:19]. Procedure details: 50 g. of 1,2,3,4,9,9-hexachloro-1,4,4a,8a-tetrahydro-1,4-methanonaphthalene-5,8-dione were dissolved in 300 ml. of methanol and 3 g. of pyridine were added. The mixture was refluxed until the yellow color disappeared (about 5 hours). Upon cooling to 5°-7°C., white crystals separated. One recrystallization from methanol gave white crystals, m.p. 186°C. The yield was almost quantitative. Reactants: C1OC23[C@]4(C)[C@@H](CC2(OCCO3)OC1)[C@@H]1[C@@H](CC3CCCC[C@]3(C)[C@H]1CC4)NC=O (17,17-bis(ethylendioxy)-7α-formamidoandrostane), C(#N)[C@H]1C[C@H]2[C@@H]3CCC([C@@]3(C)CC[C@@H]2[C@]2(CCC(CC12)=O)C)=O (6α-cyanoandrostane-3,17-dione). The product is C(=O)N[C@H]1[C@H]2[C@@H]3CCC([C@@]3(C)CC[C@@H]2[C@]2(CCC(CC2C1)=O)C)=O (7α-Formamidoandrostane-3,17-dione). Isolated yield 97.0%. Reaction SMILES: C1CO[C:8]23OCC[O:12][C:3]2([C@:4]2([CH2:27][CH2:26][C@H:25]4[C@@H:15]([C@H:16]([NH:28][CH:29]=[O:30])[CH2:17][CH:18]5[C@:23]4([CH3:24])[CH2:22]CC[CH2:19]5)[C@@H:6]2[CH2:7]3)[CH3:5])O1.C([C@@H]1C2[C@](C)(C[CH2:47][C:48](=[O:51])C2)[C@@H]2[C@H]([C@H]3[C@@](CC2)(C)C(=O)CC3)C1)#N>>[CH:29]([NH:28][C@@H:16]1[CH2:17][CH:18]2[C@:23]([CH3:24])([CH2:22][CH2:47][C:48](=[O:51])[CH2:19]2)[C@@H:25]2[C@@H:15]1[C@H:6]1[C@@:4]([CH2:27][CH2:26]2)([CH3:5])[C:3](=[O:12])[CH2:8][CH2:7]1)=[O:30]. Procedure: The title compound II-bu was prepared in 97% yield from 3,3:17,17-bis(ethylendioxy)-7α-formamidoandrostane by the procedure described above for the preparation of 6α-cyanoandrostane-3,17-dione (II-ac, Prepn. 3). The crude product was purified by flash chromatography (SiO2, n-hexane/acetone 70/30). 1H-NMR (300 MHz, DMSO-d6, ppm from TMS: δ 8.18 (dd, 1H), 7.97 (d, 1H), 4.13 (m, 1H), 2.90-0.95 (m, 20H), 1.00 (s, 3H), 0.79 (s, 3H). Reactants: O=C(NC(CO)c1ccccc1)c1cccc(I)c1, CCOC(=O)N=NC(=O)OCC, C1CCOC1, c1ccc(P(c2ccccc2)c2ccccc2)cc1. Yields the product Ic1cccc(C2=NC(c3ccccc3)CO2)c1. Reaction SMILES: [I:1][c:2]1[cH:3][c:4]([C:5](=[O:6])[NH:7][CH:8]([CH2:9][OH:10])[c:11]2[cH:12][cH:13][cH:14][cH:15][cH:16]2)[cH:17][cH:18][cH:19]1.[O:39]=[C:40]([O:41][CH2:42][CH3:43])[N:44]=[N:45][C:46]([O:47][CH2:48][CH3:49])=[O:50].[O:51]1[CH2:52][CH2:53][CH2:54][CH2:55]1.[c:20]1([P:21]([c:22]2[cH:23][cH:24][cH:25][cH:26][cH:27]2)[c:28]2[cH:29][cH:30][cH:31][cH:32][cH:33]2)[cH:34][cH:35][cH:36][cH:37][cH:38]1>>[I:1][c:2]1[cH:3][c:4]([C:5]2=[N:7][CH:8]([c:11]3[cH:12][cH:13][cH:14][cH:15][cH:16]3)[CH2:9][O:10]2)[cH:17][cH:18][cH:19]1. Starting materials: C(C1=CC=CC=C1)N(C1(COCC1)CNC1=CC(=NC2=CC=C(C=C12)C)N1CCS(C2=C(C1)C=CC=C2)(=O)=O)CC2=CC=CC=C2 (N-{[3-(Dibenzylamino)tetrahydrofuran-3-yl]methyl}-2-(1,1-dioxido-2,3-dihydro-1,4-benzothiazepin-4(5H)-yl)-6-methylquinolin-4-amine), N1CC(CCC1)C(=O)N (piperidine-3-carboxamide). The product is O=S1(CCN(CC2=C1C=CC=C2)C2=NC1=CC=C(C=C1C(=C2)NC(=O)C2CNCCC2)C)=O (N-[2-(1,1-Dioxido-2,3-dihydro-1,4-benzothiazepin-4(5H)-yl)-6-methylquinolin-4-yl]piperidine-3-carboxamide). Reaction SMILES: C(N(CC1C=CC=CC=1)C1(C[NH:15][C:16]2[C:25]3[C:20](=[CH:21][CH:22]=[C:23]([CH3:26])[CH:24]=3)[N:19]=[C:18]([N:27]3[CH2:33][C:32]4[CH:34]=[CH:35][CH:36]=[CH:37][C:31]=4[S:30](=[O:39])(=[O:38])[CH2:29][CH2:28]3)[CH:17]=2)CCOC1)C1C=CC=CC=1.[NH:47]1[CH2:52][CH2:51][CH2:50][CH:49]([C:53](N)=[O:54])[CH2:48]1>>[O:39]=[S:30]1(=[O:38])[C:31]2[CH:37]=[CH:36][CH:35]=[CH:34][C:32]=2[CH2:33][N:27]([C:18]2[CH:17]=[C:16]([NH:15][C:53]([CH:49]3[CH2:50][CH2:51][CH2:52][NH:47][CH2:48]3)=[O:54])[C:25]3[C:20](=[CH:21][CH:22]=[C:23]([CH3:26])[CH:24]=3)[N:19]=2)[CH2:28][CH2:29]1. Reported procedure: The title compound was prepared in analogy to Example 3-1 in Scheme 5 by using 4-(4-bromo-6-methylquinolin-2-yl)-2,3,4,5-tetrahydro-1,4-benzothiazepine 1,1-dioxide (prepared in analogy to 4-(4-chloro-6-methylquinolin-2-yl)-2,3,4,5-tetrahydro-1,4-benzothiazepine 1,1-dioxide in Example 2-1 by using 4,6-dibromoquinoline and 2,3,4,5-tetrahydro-1,4-benzothiazepine) and piperidine-3-carboxamide. MS obsd. (ESI+) [(M+H)+] 465, 1H NMR (400 MHz, CD3OD) δ ppm 8.47 (s, 1 H), 8.11 (s, 1 H), 8.07-8.05 (d, J=1... The reactants are C(C)(=O)OC(C)=O (acetic anhydride), C(C)(=O)[O-].[K+] (potassium acetate), CN1C(=O)N(C=2N=CN(C2C1=O)CCCCCCBr)C (1,3-dimethyl-7-(6-bromohexyl)-xanthine). The solvent is C(C)(=O)O (acetic acid). Yields the product CN1C(=O)N(C=2N=CN(C2C1=O)CCCCCCO)C (1,3-dimethyl-7-(6-hydroxyhexyl)-xanthine). The yield is 90.0%. As a reaction SMILES: [CH3:1][N:2]1[C:11](=[O:12])[C:10]2[N:9]([CH2:13][CH2:14][CH2:15][CH2:16][CH2:17][CH2:18]Br)[CH:8]=[N:7][C:6]=2[N:5]([CH3:20])[C:3]1=[O:4].C(OC(=O)C)(=[O:23])C.C([O-])(=O)C.[K+]>C(O)(=O)C>[CH3:1][N:2]1[C:11](=[O:12])[C:10]2[N:9]([CH2:13][CH2:14][CH2:15][CH2:16][CH2:17][CH2:18][OH:23])[CH:8]=[N:7][C:6]=2[N:5]([CH3:20])[C:3]1=[O:4] |f:2.3|. Reported procedure: 3.4 g of 1,3-dimethyl-7-(6-bromohexyl)-xanthine are boiled overnight under reflux in 50 ml of glacial acetic acid to which 1 ml of acetic anhydride and 5 g of potassium acetate have been added. After evaporation of the solvent by distillation in vacuo the residue is dissolved in 50 ml of 5% sulfuric acid on the addition of 20 ml methanol. The solution is boiled under reflux for 1 hour. The mixture is extracted with chloroform. The chloroform phase is washed until it is neutral and concentrated i... Starting materials: C(C)(C)NCCOC1=C(C=C(N)C=C1C)C (4-[2-(Isopropylamino)ethoxy]3,5-dimethylaniline), CS(=O)(=O)NC1=C(C(=O)Cl)C=CC=C1 (2-(methanesulfonamido)benzoyl chloride). Conditions: time 2 hour. Product: CS(=O)(=O)NC1=C(C(=O)NC2=CC(=CC(=C2)C)C)C=CC=C1 (2-methanesulfonamido-3′,5′-dimethylbenzanilide). The yield is 57.7%. As a reaction SMILES: C(NCCO[C:8]1[C:14]([CH3:15])=[CH:13][C:11]([NH2:12])=[CH:10][C:9]=1[CH3:16])(C)C.[CH3:17][S:18]([NH:21][C:22]1[CH:30]=[CH:29][CH:28]=[CH:27][C:23]=1[C:24](Cl)=[O:25])(=[O:20])=[O:19]>>[CH3:17][S:18]([NH:21][C:22]1[CH:30]=[CH:29][CH:28]=[CH:27][C:23]=1[C:24]([NH:12][C:11]1[CH:10]=[C:9]([CH3:16])[CH:8]=[C:14]([CH3:15])[CH:13]=1)=[O:25])(=[O:20])=[O:19]. Procedure details: 4-[2-(Isopropylamino)ethoxy]3,5-dimethylaniline (2.6 g) solution in dimethylformamido (15 ml) was added with 2-(methanesulfonamido)benzoyl chloride (3.0 g) and the mixture was stirred for 2 hours at room temperature. After being concentrated under vacuum, the reaction mixture was dissolved into chloroform (50 ml) and extracted with 1N sodium hydroxide (100 ml). Resultant aqueous layer was neutralized with 1N HCl (100 ml) and extracted with chloroform (150 ml). Chloroform layer obtained was conce... Reactants: ClC1=C(C=NC2=CC=C(C=C12)[N+](=O)[O-])C#N (4-chloro-6-nitro-quinoline-3-carbonitrile), NC=1C=C(C#N)C=CC1 (3-aminobenzonitrile). Solvent: C(C)O (ethanol). Yields the product C(#N)C=1C=C(C=CC1)NC1=C(C=NC2=CC=C(C=C12)[N+](=O)[O-])C#N (4-[(3-Cyanophenyl)amino]-6-nitro-quinoline-3-carbonitrile). The yield is 76.0%. As a reaction SMILES: Cl[C:2]1[C:11]2[C:6](=[CH:7][CH:8]=[C:9]([N+:12]([O-:14])=[O:13])[CH:10]=2)[N:5]=[CH:4][C:3]=1[C:15]#[N:16].[NH2:17][C:18]1[CH:19]=[C:20]([CH:23]=[CH:24][CH:25]=1)[C:21]#[N:22]>C(O)C>[C:21]([C:20]1[CH:19]=[C:18]([NH:17][C:2]2[C:11]3[C:6](=[CH:7][CH:8]=[C:9]([N+:12]([O-:14])=[O:13])[CH:10]=3)[N:5]=[CH:4][C:3]=2[C:15]#[N:16])[CH:25]=[CH:24][CH:23]=1)#[N:22]. Procedure details: A mixture of 5.00 g (21.5 mmol) 4-chloro-6-nitro-quinoline-3-carbonitrile, 200 ml ethanol, and 3.04 g (25.8 mmol) 3-aminobenzonitrile was heated to reflux. Removed heat at 3½ hours and made basic with saturated sodium bicarbonate. Stripped solvents and air dried. Slurried residue with hexane and collected solids. Washed with water and dried in vacuo. Boiled in large volume ethyl acetate, collected solids and dried in vacuo, giving 5.15 g of yellow-brown solid: mass spectrum (electrospray m/e): 3... The reactants are [Ag+], C[S+](C)N(c1ccccc1)C(C)(C)C, CO, [Cl-], O=C([O-])C(F)(F)F, O=C([O-])C(F)(F)F, [SH3+]. The product is C[S+](C)N(c1ccccc1)C(C)(C)C, O=C([O-])C(F)(F)F. Reaction SMILES: [Ag+:33].[C:2]([CH3:3])([CH3:4])([CH3:5])[N:6]([c:7]1[cH:8][cH:9][cH:10][cH:11][cH:12]1)[S+:13]([CH3:14])[CH3:15].[CH3:24][OH:25].[Cl-:1].[F:26][C:27]([F:28])([F:29])[C:30]([O-:31])=[O:32].[O-:17][C:18](=[O:19])[C:20]([F:21])([F:22])[F:23].[SH3+:16]>>[C:2]([CH3:3])([CH3:4])([CH3:5])[N:6]([c:7]1[cH:8][cH:9][cH:10][cH:11][cH:12]1)[S+:13]([CH3:14])[CH3:15].[O:17]=[C:18]([O-:19])[C:20]([F:21])([F:22])[F:23]. The reactants are C=C1CN(c2cccc(C(F)(F)F)c2)C(=NC(=O)OCC)S1, C[O-], CCO, [Na+]. The product is CCOC(=O)N=C1[SH]=C(C)CN1c1cccc(C(F)(F)F)c1. As a reaction SMILES: [CH2:1]([CH3:2])[O:3][C:4](=[O:5])[N:6]=[C:7]1[S:8][C:9](=[CH2:22])[CH2:10][N:11]1[c:12]1[cH:13][c:14]([C:18]([F:19])([F:20])[F:21])[cH:15][cH:16][cH:17]1.[CH3:23][O-:24].[CH3:26][CH2:27][OH:28].[Na+:25]>>[CH2:1]([CH3:2])[O:3][C:4](=[O:5])[N:6]=[C:7]1[SH:8]=[C:9]([CH3:22])[CH2:10][N:11]1[c:12]1[cH:13][c:14]([C:18]([F:19])([F:20])[F:21])[cH:15][cH:16][cH:17]1. The reactants are C(=O)([O-])[O-].[Cs+].[Cs+] (Cs2CO3), BrCC(=O)OC(C)(C)C (tert-butyl bromoacetate), ClC1=CC2=C(NC(N2)=S)C=C1I (5-chloro-6-iodo-1,3-dihydro-2H-benzimidazole-2-thione), ClC1=CC2=C(NC(N2)=S)C=C1I (5-chloro-6-iodo-1,3-dihydro-2H-benzimidazole-2-thione). Run in C1CCOC1 (THF). Run at time 0.5 hour. Yields the product ClC=1C(=CC2=C(NC(=N2)SCC(=O)OC(C)(C)C)C1)I (Tert-butyl 2-(6-chloro-5-iodo-1H-benzo[d]imidazol-2-ylthio)acetate). As a reaction SMILES: C([O-])([O-])=O.[Cs+].[Cs+].Br[CH2:8][C:9]([O:11][C:12]([CH3:15])([CH3:14])[CH3:13])=[O:10].[Cl:16][C:17]1[C:26]([I:27])=[CH:25][C:20]2[NH:21][C:22](=[S:24])[NH:23][C:19]=2[CH:18]=1>C1COCC1>[Cl:16][C:17]1[C:26]([I:27])=[CH:25][C:20]2[N:21]=[C:22]([S:24][CH2:8][C:9]([O:11][C:12]([CH3:15])([CH3:14])[CH3:13])=[O:10])[NH:23][C:19]=2[CH:18]=1 |f:0.1.2|. Procedure: Cs2CO3 (2.3 g, 7.08 mmol), followed by tert-butyl bromoacetate (0.52 mL, 3.54 mmol), was added to a solution of 5-chloro-6-iodo-1,3-dihydro-2H-benzimidazole-2-thione (Intermediate 7, 1.1 g, 3.54 mmol) in THF (20 mL) at 0° C. The reaction was stirred at rt for 0.5 h. Volatiles were removed and the residue was partitioned between EtOAc and water. Concentration afforded the desired product as a white power. LC-MS: calculated for C13H14ClIN2O2S 423.95, observed m/e 424.8 (M+H)+.